From a dataset of the Open Reaction Database (ORD), a public repository of structured organic reaction records. describe an organic reaction: reactants, conditions, products, and yield Reactants: ClC1=C(C(=NN1C)C(F)(F)F)C(=O)Cl (5-chloro-1-methyl-3-trifluoromethylpyrazole-4-carboxylic acid chloride), O (water), CC1(CCC2=C(C=CC=C12)N)C (1,1-dimethyl-4-aminoindane), N1=CC=CC=C1 (pyridine). The solvent is C1(=CC=CC=C1)C (toluene), C1(=CC=CC=C1)C (toluene). Conditions: time 12 hour. Yields the product ClC1=C(C(=NN1C)C(F)(F)F)C(=O)NC1=C2CCC(C2=CC=C1)(C)C (5-chloro-1-methyl-3-trifluoromethyl-N-(1,1-dimethylindane-4-yl)pyrazole-4-carboxamide). Isolated yield 81.1%. Reaction SMILES: [CH3:1][C:2]1([CH3:12])[C:10]2[C:5](=[C:6]([NH2:11])[CH:7]=[CH:8][CH:9]=2)[CH2:4][CH2:3]1.N1C=CC=CC=1.[Cl:19][C:20]1[N:24]([CH3:25])[N:23]=[C:22]([C:26]([F:29])([F:28])[F:27])[C:21]=1[C:30](Cl)=[O:31].O>C1(C)C=CC=CC=1>[Cl:19][C:20]1[N:24]([CH3:25])[N:23]=[C:22]([C:26]([F:28])([F:27])[F:29])[C:21]=1[C:30]([NH:11][C:6]1[CH:7]=[CH:8][CH:9]=[C:10]2[C:5]=1[CH2:4][CH2:3][C:2]2([CH3:12])[CH3:1])=[O:31]. Procedure: To a solution of 1.61 g of 1,1-dimethyl-4-aminoindane and 2 ml of pyridine in 50 ml of toluene was added drop by drop with stirring at room temperature a solution of 2.47 g of 5-chloro-1-methyl-3-trifluoromethylpyrazole-4-carboxylic acid chloride in 10 ml of toluene, followed by stirring at room temperature for 12 hours. Thereafter, the reaction solution was poured into a cold water to result in separation into two layers. The aqueous layer was extracted with ethyl acetate. The resultant organic... Reactants: COC(=O)c1sc(C)c(C)c1OC, Cl, [Na+], [OH-]. Yields the product COc1c(C(=O)O)sc(C)c1C. Reaction SMILES: [CH3:1][c:2]1[c:3]([O:12][CH3:13])[c:4]([C:8](=[O:9])[O:10][CH3:11])[s:5][c:6]1[CH3:7].[ClH:14].[Na+:16].[OH-:15]>>[CH3:1][c:2]1[c:3]([O:12][CH3:13])[c:4]([C:8](=[O:9])[OH:10])[s:5][c:6]1[CH3:7]. Starting materials: CO, COc1cccc2c(-c3csc(COC(=O)C(C)(C)C)n3)cn(CC3CCCCC3)c12, [Na+], [OH-]. Product: COc1cccc2c(-c3csc(CO)n3)cn(CC3CCCCC3)c12. RXN SMILES: [CH3:34][OH:35].[CH:1]1([CH2:7][n:8]2[cH:9][c:10](-[c:19]3[n:20][c:21]([CH2:24][O:25][C:26]([C:27]([CH3:28])([CH3:29])[CH3:30])=[O:31])[s:22][cH:23]3)[c:11]3[cH:12][cH:13][cH:14][c:15]([O:17][CH3:18])[c:16]23)[CH2:2][CH2:3][CH2:4][CH2:5][CH2:6]1.[Na+:33].[OH-:32]>>[CH:1]1([CH2:7][n:8]2[cH:9][c:10](-[c:19]3[n:20][c:21]([CH2:24][OH:25])[s:22][cH:23]3)[c:11]3[cH:12][cH:13][cH:14][c:15]([O:17][CH3:18])[c:16]23)[CH2:2][CH2:3][CH2:4][CH2:5][CH2:6]1. Reactants: C1=CC=C2C(=C1)C=CO2 (2,3-benzofuran), CN(C=O)C (N,N-dimethylformamide), P(=O)(Cl)(Cl)Cl (phosphorous oxychloride). Run in ice. Reaction conditions: temperature 50 celsius, time 1 hour. Yields the product O1C(=CC2=C1C=CC=C2)C=O (2-benzofurancarboxaldehyde). Yield: 31.5%. RXN SMILES: [CH:1]1[CH:6]=[C:5]2[CH:7]=[CH:8][O:9][C:4]2=[CH:3][CH:2]=1.CN(C)[CH:12]=[O:13].P(Cl)(Cl)(Cl)=O>>[O:9]1[C:4]2[CH:3]=[CH:2][CH:1]=[CH:6][C:5]=2[CH:7]=[C:8]1[CH:12]=[O:13]. Reported procedure: To a mixture of 2,3-benzofuran (23.63 g, 0.2 mol) and N,N-dimethylformamide (22 g, 0.3 mol) was added phosphorous oxychloride (46 g, 0.3 mol) dropwise. Upon completion of addition, the mixture was stirred for 1 hr, then warmed to 50° C. and kept at that temperature for 60 hrs. It was then poured into ice (250 mL). The resulting aqueous mixture was neutralized to pH6 by the addition of aqu. 2N NaOH and extracted with ether (3×300 mL). The organics were combined, dried with MgSO4 and concentrated.... Starting materials: O=C(OC(Cl)(Cl)Cl)OC(Cl)(Cl)Cl, Nc1ccc2nc(NC3CCc4ccccc43)ccc2c1, Cl, NC1CCN(C(=O)CC(F)(F)F)CC1. The product is O=C(Nc1ccc2nc(NC3CCc4ccccc43)ccc2c1)NC1CCN(C(=O)CC(F)(F)F)CC1. As a reaction SMILES: [C:1]([O:2][C:3]([Cl:4])([Cl:5])[Cl:6])([O:7][C:8]([Cl:9])([Cl:10])[Cl:11])=[O:12].[CH:28]1([NH:37][c:38]2[n:39][c:40]3[cH:41][cH:42][c:43]([NH2:48])[cH:44][c:45]3[cH:46][cH:47]2)[CH2:29][CH2:30][c:31]2[cH:32][cH:33][cH:34][cH:35][c:36]21.[ClH:13].[NH2:14][CH:15]1[CH2:16][CH2:17][N:18]([C:21]([CH2:22][C:23]([F:24])([F:25])[F:26])=[O:27])[CH2:19][CH2:20]1>>[C:1](=[O:12])([NH:14][CH:15]1[CH2:16][CH2:17][N:18]([C:21]([CH2:22][C:23]([F:24])([F:25])[F:26])=[O:27])[CH2:19][CH2:20]1)[NH:48][c:43]1[cH:42][cH:41][c:40]2[n:39][c:38]([NH:37][CH:28]3[CH2:29][CH2:30][c:31]4[cH:32][cH:33][cH:34][cH:35][c:36]43)[cH:47][cH:46][c:45]2[cH:44]1. The reactants are O=C([O-])[O-], C=CCBr, CC#N, [K+], [K+], OCc1ccc(O)cc1. Yields the product C=CCOc1ccc(CO)cc1. Reaction SMILES: [C:14](=[O:15])([O-:16])[O-:17].[CH2:10]([CH:11]=[CH2:12])[Br:13].[CH3:20][C:21]#[N:22].[K+:18].[K+:19].[OH:1][c:2]1[cH:3][cH:4][c:5]([CH2:6][OH:7])[cH:8][cH:9]1>>[O:1]([c:2]1[cH:3][cH:4][c:5]([CH2:6][OH:7])[cH:8][cH:9]1)[CH2:12][CH:11]=[CH2:10]. The reactants are C(#N)C=1C=C(C=CC1OC)N1N=C(CC1C1=CC=C(C=C1)SC)N (1-(3-cyano-4-methoxyphenyl)-5-[4-(methylthio)phenyl]-2-pyrazoline-3-amine). The reagents and catalysts are [O-2].[Mn+4].[O-2] (manganese(IV) oxide). Run in C1(=CC=CC=C1)C (toluene). Reaction conditions: time 8 hour. Yields the product C(#N)C=1C=C(C=CC1OC)N1N=C(C=C1C1=CC=C(C=C1)SC)N (1-(3-cyano-4-methoxyphenyl)-5-[4-(methylthio)phenyl]pyrazole-3-amine). The yield is 27.7%. RXN SMILES: [C:1]([C:3]1[CH:4]=[C:5]([N:11]2[CH:15]([C:16]3[CH:21]=[CH:20][C:19]([S:22][CH3:23])=[CH:18][CH:17]=3)[CH2:14][C:13]([NH2:24])=[N:12]2)[CH:6]=[CH:7][C:8]=1[O:9][CH3:10])#[N:2]>C1(C)C=CC=CC=1.[O-2].[Mn+4].[O-2]>[C:1]([C:3]1[CH:4]=[C:5]([N:11]2[C:15]([C:16]3[CH:21]=[CH:20][C:19]([S:22][CH3:23])=[CH:18][CH:17]=3)=[CH:14][C:13]([NH2:24])=[N:12]2)[CH:6]=[CH:7][C:8]=1[O:9][CH3:10])#[N:2] |f:2.3.4|. Reported procedure: A mixture of 1-(3-cyano-4-methoxyphenyl)-5-[4-(methylthio)phenyl]-2-pyrazoline-3-amine (4.0 g) and manganese(IV) oxide (6.0 g) in toluene (100 ml) was stirred at ambient temperature for 8 hours. The insoluble material was filtered and washed with ethyl acetate. The resulting solution was concentrated under reduced pressure. The residue was subjected to column chromatography on silica gel eluting with a mixture of acetone and dichloromethane (1:1) to give partially purified 1-(3-cyano-4-methoxyph... The reactants are C(C)OC(=O)C1CCN(CC1)CC1=CC2=CC=C(C=C2C=C1)O[C@@H]1CC[C@@H](CC1)C(CC)(C)C (1-{6-[cis-4-(1,1-dimethyl-propyl)-cyclohexyloxy]-naphthalen-2-ylmethyl}-piperidine-4-carboxylic acid ethyl ester), [OH-].[Li+] (lithium hydroxide), O1CCCC1 (tetrahydrofuran), O (water). Product: C(C)(C)(CC)[C@H]1CC[C@H](CC1)OC=1C=C2C=CC(=CC2=CC1)CN1CCC(CC1)C(=O)O (1-((6-((cis-4-(tert-pentyl)cyclohexyl)oxy)naphthalen-2-yl)methyl)piperidine-4-carboxylic acid). RXN SMILES: C([O:3][C:4]([CH:6]1[CH2:11][CH2:10][N:9]([CH2:12][C:13]2[CH:22]=[CH:21][C:20]3[C:15](=[CH:16][CH:17]=[C:18]([O:23][C@H:24]4[CH2:29][CH2:28][C@@H:27]([C:30]([CH3:34])([CH3:33])[CH2:31][CH3:32])[CH2:26][CH2:25]4)[CH:19]=3)[CH:14]=2)[CH2:8][CH2:7]1)=[O:5])C.[OH-].[Li+].O1CCCC1.O>>[C:30]([C@@H:27]1[CH2:28][CH2:29][C@H:24]([O:23][C:18]2[CH:19]=[C:20]3[C:15](=[CH:16][CH:17]=2)[CH:14]=[C:13]([CH2:12][N:9]2[CH2:8][CH2:7][CH:6]([C:4]([OH:5])=[O:3])[CH2:11][CH2:10]2)[CH:22]=[CH:21]3)[CH2:25][CH2:26]1)([CH2:31][CH3:32])([CH3:33])[CH3:34] |f:1.2|. Reported procedure: A solution of 1-{6-[cis-4-(1,1-dimethyl-propyl)-cyclohexyloxy]-naphthalen-2-ylmethyl}-piperidine-4-carboxylic acid ethyl ester (0.382 g, 0.820 mmol) and lithium hydroxide (196 mg, 8.20 mmol) in tetrahydrofuran (3.32 mL, 41.0 mmol) and water (0.738 mL, 41.0 mmol) was stirred at room temperature overnight. LCMS showed a single desired product peak Rt=1.78 min, m/z=438.40 [M+1], 100%. The solvent was concentrated and neutralized with concentrated HCl. The solid was suspended with water and filtered... Starting materials: OC1(CCNCC1)C=1SC=CC1 (4-hydroxy-4-thiophen-2-yl-piperidine), C[C@H]1N(S(OC1)(=O)=O)C1=NC=CC=C1 ((R)-4-methyl-3-(pyrid-2-yl)-[1,2,3]-oxathiazolidine-2,2-dioxide). Solvent: CN(C=O)C (dimethylformamide). Run at time 8 hour. Product: C[C@H](CN1CCC(=CC1)C=1SC=CC1)NC1=NC=CC=C1 ((R)-[1-Methyl-2-(4-thiophen-2-yl-1,2,3,6-tetrahydropyrid-1-yl)ethyl]-pyrid-2-yl-amine). The yield is 80.2%. Reaction SMILES: O[C:2]1([C:8]2[S:9][CH:10]=[CH:11][CH:12]=2)[CH2:7][CH2:6][NH:5][CH2:4][CH2:3]1.[CH3:13][C@@H:14]1[CH2:18]OS(=O)(=O)[N:15]1[C:21]1[CH:26]=[CH:25][CH:24]=[CH:23][N:22]=1>CN(C)C=O>[CH3:13][C@@H:14]([NH:15][C:21]1[CH:26]=[CH:25][CH:24]=[CH:23][N:22]=1)[CH2:18][N:5]1[CH2:6][CH:7]=[C:2]([C:8]2[S:9][CH:10]=[CH:11][CH:12]=2)[CH2:3][CH2:4]1. Reported procedure: A mixture of 4-hydroxy-4-thiophen-2-yl-piperidine (3.3 g, 18 mmol) and (R)-4-methyl-3-(pyrid-2-yl)-[1,2,3]-oxathiazolidine-2,2-dioxide (3.7 g, 17.5 mmol) was stirred in dimethylformamide (70 ml) at ambient temperature for 40 minutes, then evaporated to dryness in vacuo and the residue dissolved in tetrahydrofuran (30 m) and water (10 ml). Concentrated sulfuric acid (2.9 g) was dropwise added while maintaining room temperature. Thereafter sodium hydrogencarbonate (6.7 g) were added in a portion w...